Task: describe an organic reaction: reactants, conditions, products, and yield. Dataset: the Open Reaction Database (ORD), a public repository of structured organic reaction records Product: Nc1ccc(NC(=O)Cc2ccccc2)nc1. RXN SMILES: [CH3:24][CH2:25][OH:26].[CH3:27][CH2:28][O:29][C:30]([CH3:31])=[O:32].[CH:20]([O-:21])=[O:22].[N+:1]([O-:2])(=[O:3])[c:4]1[cH:5][cH:6][c:7]([NH:10][C:11]([CH2:12][c:13]2[cH:14][cH:15][cH:16][cH:17][cH:18]2)=[O:19])[n:8][cH:9]1.[NH4+:23]>>[NH2:1][c:4]1[cH:5][cH:6][c:7]([NH:10][C:11]([CH2:12][c:13]2[cH:14][cH:15][cH:16][cH:17][cH:18]2)=[O:19])[n:8][cH:9]1. Reactants: CCO, CCOC(C)=O, O=C[O-], O=C(Cc1ccccc1)Nc1ccc([N+](=O)[O-])cn1, [NH4+]. Reaction SMILES: [Br:12][N:13]1[C:14](=[O:15])[CH2:16][CH2:17][C:18]1=[O:19].[Br:1][c:2]1[c:3]([C:4](=[O:5])[OH:6])[cH:7][cH:8][c:9]([CH3:11])[cH:10]1.[Cl:32][CH2:33][CH2:34][Cl:35].[N:20]#[C:21][C:22]([N:23]=[N:24][C:25]([C:26]#[N:27])([CH3:28])[CH3:29])([CH3:30])[CH3:31]>>[Br:1][c:2]1[c:3]([C:4](=[O:5])[OH:6])[cH:7][cH:8][c:9]([CH2:11][Br:12])[cH:10]1. The product is O=C(O)c1ccc(CBr)cc1Br. Reactants: O=C1CCC(=O)N1Br, Cc1ccc(C(=O)O)c(Br)c1, ClCCCl, CC(C)(C#N)N=NC(C)(C)C#N. Starting materials: C(C1=CC=CC=C1)N1CCN2C(=C(C=3C=CC=CC23)CCOC2=CC=CC=C2)CC1 (3-benzyl-11-(2-phenoxyethyl)-2,3,4,5-tetrahydro-1H-[1,4]diazepino[1,7-a]indole), C(=O)[O-].[NH4+] (ammonium formate), CO (methanol). The reagents and catalysts are [Pd] (Pd/C). Run in ClCCl (dichloromethane). Reaction conditions: time 2 day. Product: O(C1=CC=CC=C1)CCC1=C2N(C=3C=CC=CC13)CCNCC2 (11-(2-phenoxyethyl)-2,3,4,5-tetrahydro-1H-[1,4]diazepino[1,7-a]indole). Isolated yield 97.5%. Reaction SMILES: C([N:8]1[CH2:30][CH2:29][C:12]2=[C:13]([CH2:20][CH2:21][O:22][C:23]3[CH:28]=[CH:27][CH:26]=[CH:25][CH:24]=3)[C:14]3[CH:15]=[CH:16][CH:17]=[CH:18][C:19]=3[N:11]2[CH2:10][CH2:9]1)C1C=CC=CC=1.C([O-])=O.[NH4+].CO>[Pd].ClCCl>[O:22]([CH2:21][CH2:20][C:13]1[C:14]2[CH:15]=[CH:16][CH:17]=[CH:18][C:19]=2[N:11]2[CH2:10][CH2:9][NH:8][CH2:30][CH2:29][C:12]=12)[C:23]1[CH:28]=[CH:27][CH:26]=[CH:25][CH:24]=1 |f:1.2|. Procedure details: (Chart D, Step 4): A dry round bottom flask is charged with 3-benzyl-11-(2-phenoxyethyl)-2,3,4,5-tetrahydro-1H-[1,4]diazepino[1,7-a]indole (317 mg, 0.80 mmol), ammonium formate (254 mg, 4.0 mmol), methanol (18 mL) and dichloromethane (3.2 mL). After the addition of 10% Pd/C (64 mg) the reaction is stirred at ambient temperature for two days. The reaction mixture is filtered through a pad of celite, and the catalyst is rinsed with methanol. The filtrates are combined and concentrated to 380 mg of... Reactants: [BH4-], C1CCOC1, CO, COC(=O)c1sc(S(C)(=O)=O)nc1N, CCOC(C)=O, [Na+], O. Yields the product COC(=O)c1scnc1N. As a reaction SMILES: [BH4-:22].[CH2:17]1[O:18][CH2:19][CH2:20][CH2:21]1.[CH3:15][OH:16].[CH3:1][O:2][C:3](=[O:4])[c:5]1[c:6]([NH2:14])[n:7][c:8]([S:10]([CH3:11])(=[O:12])=[O:13])[s:9]1.[CH3:25][CH2:26][O:27][C:28](=[O:29])[CH3:30].[Na+:23].[OH2:24]>>[CH3:1][O:2][C:3](=[O:4])[c:5]1[c:6]([NH2:14])[n:7][cH:8][s:9]1. The reactants are COC(CCNC(C1=CC=C(C=C1)OCC1=C(C=C(C=C1)Br)C)=O)=O (3-[4-(4-bromo-2-methyl-benzyloxy)-benzoylamino]-propionic acid methyl ester), C1(=CC=CC=C1)B(O)O (phenyl boronic acid), C(=O)([O-])[O-].[Na+].[Na+] (Na2CO3). Reagents/catalysts: C=1C=CC(=CC1)[P](C=2C=CC=CC2)(C=3C=CC=CC3)[Pd]([P](C=4C=CC=CC4)(C=5C=CC=CC5)C=6C=CC=CC6)([P](C=7C=CC=CC7)(C=8C=CC=CC8)C=9C=CC=CC9)[P](C=1C=CC=CC1)(C=1C=CC=CC1)C=1C=CC=CC1 (Pd(PPh3)4). Run in C1(=CC=CC=C1)C.O (toluene water). Run at temperature 100 celsius, time 12 hour. Product: COC(CCNC(C1=CC=C(C=C1)OCC1=C(C=C(C=C1)C1=CC=CC=C1)C)=O)=O (3-[4-(3-Methyl-biphenyl-4-ylmethoxy)-benzoylamino]-propionic acid methyl ester). The yield is 101.2%. RXN SMILES: [CH3:1][O:2][C:3](=[O:25])[CH2:4][CH2:5][NH:6][C:7](=[O:24])[C:8]1[CH:13]=[CH:12][C:11]([O:14][CH2:15][C:16]2[CH:21]=[CH:20][C:19](Br)=[CH:18][C:17]=2[CH3:23])=[CH:10][CH:9]=1.[C:26]1(B(O)O)[CH:31]=[CH:30][CH:29]=[CH:28][CH:27]=1.C([O-])([O-])=O.[Na+].[Na+]>C1(C)C=CC=CC=1.O.C1C=CC([P]([Pd]([P](C2C=CC=CC=2)(C2C=CC=CC=2)C2C=CC=CC=2)([P](C2C=CC=CC=2)(C2C=CC=CC=2)C2C=CC=CC=2)[P](C2C=CC=CC=2)(C2C=CC=CC=2)C2C=CC=CC=2)(C2C=CC=CC=2)C2C=CC=CC=2)=CC=1>[CH3:1][O:2][C:3](=[O:25])[CH2:4][CH2:5][NH:6][C:7](=[O:24])[C:8]1[CH:13]=[CH:12][C:11]([O:14][CH2:15][C:16]2[CH:21]=[CH:20][C:19]([C:26]3[CH:31]=[CH:30][CH:29]=[CH:28][CH:27]=3)=[CH:18][C:17]=2[CH3:23])=[CH:10][CH:9]=1 |f:2.3.4,5.6,^1:52,54,73,92|. Procedure: A mixture of 3-[4-(4-bromo-2-methyl-benzyloxy)-benzoylamino]-propionic acid methyl ester (0.20 g, 0.49 mmol), phenyl boronic acid (0.09 g, 0.78 mmol), and Na2CO3 (0.11 g, 1.08 mmol) in toluene/water (3 mL: 1 mL) is degassed (2×). Pd(PPh3)4 (0.05 g, 0.04 mmol) is added, and the mixture is stirred at 100° C. for 12 h. The mixture is filtered through Celite. Water is added, and the mixture is extracted with EtOAc. The organics are dried with MgSO4 and concentrated. The crude material is purified by... Reactants: C1CCNCC1, CN(C)C=O, N#Cc1c([N+](=O)[O-])cccc1[N+](=O)[O-], O. Product: N#Cc1c(N2CCCCC2)cccc1[N+](=O)[O-]. As a reaction SMILES: [CH2:15]1[CH2:16][CH2:17][NH:18][CH2:19][CH2:20]1.[CH3:22][N:23]([CH3:24])[CH:25]=[O:26].[N+:1]([O-:2])(=[O:3])[c:4]1[c:5]([C:6]#[N:7])[c:8]([N+:12](=[O:13])[O-:14])[cH:9][cH:10][cH:11]1.[OH2:21]>>[N:1]1([c:4]2[c:5]([C:6]#[N:7])[c:8]([N+:12](=[O:13])[O-:14])[cH:9][cH:10][cH:11]2)[CH2:17][CH2:16][CH2:15][CH2:20][CH2:19]1. Procedure details: A solution of 20.8 g of α-ethylveratryl alcohol in 15 ml of dimethylformamide is added dropwise with stirring to a suspension of 12.5 g of sodium hydride in 75 ml of dimethylformamide. The mixture is stirred for 0.5 hour at room temperature (about 22°C.), and 11.8 g of propargyl bromide are then added dropwise, the temperature not being allowed to exceed 30°C. After stirring for 3 hours at room temperature, the mixture is cooled in a ice-bath to 5°C., decomposed with ice-cold water at a temperat... Yields the product COC1=C(C=C(C=C1)C(CC)OCC#C)OC (1,2-dimethoxy-4-[1-(2-propynyloxy)propyl]-benzene). The reactants are [H-].[Na+] (sodium hydride), C(C)C(C1=CC(OC)=C(OC)C=C1)O (α-ethylveratryl alcohol), C(C#C)Br (propargyl bromide). Conditions: time 3 hour. As a reaction SMILES: [CH2:1]([CH:3]([OH:14])[C:4]1[CH:13]=[CH:12][C:9]([O:10][CH3:11])=[C:6]([O:7][CH3:8])[CH:5]=1)[CH3:2].[H-].[Na+].[CH2:17](Br)[C:18]#[CH:19]>CN(C)C=O>[CH3:11][O:10][C:9]1[CH:12]=[CH:13][C:4]([CH:3]([O:14][CH2:19][C:18]#[CH:17])[CH2:1][CH3:2])=[CH:5][C:6]=1[O:7][CH3:8] |f:1.2|. Run in CN(C=O)C (dimethylformamide), CN(C=O)C (dimethylformamide).